This data is from the Open Reaction Database (ORD), a public repository of structured organic reaction records. The task is: describe an organic reaction: reactants, conditions, products, and yield Starting materials: CC(CCC(C(=O)O)=O)C (5-methyl-2-oxohexanoic acid), C(C(=O)Cl)(=O)Cl (oxalyl chloride). The product is CC(CCC(C(=O)Cl)=O)C (5-methyl-2-oxohexanoyl chloride). As a reaction SMILES: [CH3:1][CH:2]([CH3:10])[CH2:3][CH2:4][C:5](=[O:9])[C:6](O)=[O:7].C(Cl)(=O)C([Cl:14])=O>>[CH3:1][CH:2]([CH3:10])[CH2:3][CH2:4][C:5](=[O:9])[C:6]([Cl:14])=[O:7]. Procedure details: The 5-methyl-2-oxohexanoic acid is reacted with at least a 10% excess over the stoichiometric amount of oxalyl chloride to form 5-methyl-2-oxohexanoyl chloride [reaction (4)]. ##EQU6## Oxalyl chloride is a suitable solvent for reaction (4), and theoretically can be present in an unlimited excess over stoichiometry. Solvents such as diethyl ether, petroleum ether, benzene, CH2Cl2, and hexane are also suitable solvents for the reaction. The use of solvents is preferred but is not necessary. Reacti... Starting materials: ClC=1C=CC(=C(CN2C3=C(NCC2)N=CC(=C3)C3=CC=C(C(=O)O)C=C3)C1)C(F)(F)F (4-{1-[5-chloro-2-(trifluoromethyl)benzyl]-1,2,3,4-tetrahydropyrido[2,3-b]pyrazin-7-yl}benzoic acid), NCC1=CC=NC=C1 (4-(aminomethyl)pyridine). Product: ClC=1C=CC(=C(CN2C3=C(NCC2)N=CC(=C3)C3=CC=C(C(=O)NCC2=CC=NC=C2)C=C3)C1)C(F)(F)F (4-{1-[5-Chloro-2-(trifluoromethyl)benzyl]-1,2,3,4-tetrahydropyrido[2,3-b]pyrazin-7-yl}-N-pyridin-4-ylmethylbenzamide). As a reaction SMILES: [Cl:1][C:2]1[CH:3]=[CH:4][C:5]([C:28]([F:31])([F:30])[F:29])=[C:6]([CH:27]=1)[CH2:7][N:8]1[CH2:13][CH2:12][NH:11][C:10]2[N:14]=[CH:15][C:16]([C:18]3[CH:26]=[CH:25][C:21]([C:22](O)=[O:23])=[CH:20][CH:19]=3)=[CH:17][C:9]1=2.[NH2:32][CH2:33][C:34]1[CH:39]=[CH:38][N:37]=[CH:36][CH:35]=1>>[Cl:1][C:2]1[CH:3]=[CH:4][C:5]([C:28]([F:30])([F:31])[F:29])=[C:6]([CH:27]=1)[CH2:7][N:8]1[CH2:13][CH2:12][NH:11][C:10]2[N:14]=[CH:15][C:16]([C:18]3[CH:19]=[CH:20][C:21]([C:22]([NH:32][CH2:33][C:34]4[CH:39]=[CH:38][N:37]=[CH:36][CH:35]=4)=[O:23])=[CH:25][CH:26]=3)=[CH:17][C:9]1=2. Procedure details: 4-{1-[5-chloro-2-(trifluoromethyl)benzyl]-1,2,3,4-tetrahydropyrido[2,3-b]pyrazin-7-yl}benzoic acid was reacted with 4-(aminomethyl)pyridine as in General Procedure 10 to give the title compound. LCMS: m/z=537.98 (M+H+); retention time=0.54 minutes. The reactants are CC1(N=C1C1=CC=CC=C1)C (2,2-dimethyl-3-phenyl-2H-azirine), C(=C)C1=NC=CC=C1 (2-vinylpyridine), C1=CC=CC=C1 (benzene). Run at time 48 hour. Yields the product CC1(C(CC(=N1)C1=CC=CC=C1)C1=NC=CC=C1)C (2-(5,5-dimethyl-2-phenyl-1-pyrrolin-4-yl)-pyridine). Reaction SMILES: [CH3:1][C:2]1([CH3:11])[C:4]([C:5]2[CH:10]=[CH:9][CH:8]=[CH:7][CH:6]=2)=[N:3]1.C([C:14]1C=CC=C[N:15]=1)=C.[CH:20]1[CH:25]=[CH:24][CH:23]=[CH:22][CH:21]=1>>[CH3:11][C:2]1([CH3:1])[N:3]=[C:4]([C:20]2[CH:25]=[CH:24][CH:23]=[CH:22][CH:21]=2)[CH2:5][CH:10]1[C:9]1[CH:8]=[CH:7][CH:6]=[CH:14][N:15]=1. Reported procedure: 9.5 G. of 2,2-dimethyl-3-phenyl-2H-azirine and 12 g. of freshly distilled 2-vinylpyridine are irradiated in 2 l. of benzene for 7 hours under the conditions given in Example 11. After evaporation of the solvent under reduced pressure, the resulting residue is taken up in 400 ml. of n-pentane and decolorized with active carbon. After 48 hours at -18° C., the crude product which crystallizes is recrystallized from n-pentane/small amount of benzene to yield 2-(5,5-dimethyl-2-phenyl-1-pyrrolin-4-yl)... Reaction SMILES: [NH:1]1[C:5]([CH2:6][O:7][CH2:8][CH:9]([C:11]2[C:20]3[C:15](=[CH:16][CH:17]=[CH:18][CH:19]=3)[CH:14]=[CH:13][CH:12]=2)[OH:10])=[CH:4][N:3]=[CH:2]1.[CH3:21]I>>[CH3:21][N:1]1[C:5]([CH2:6][O:7][CH2:8][CH:9]([C:11]2[C:20]3[C:15](=[CH:16][CH:17]=[CH:18][CH:19]=3)[CH:14]=[CH:13][CH:12]=2)[OH:10])=[CH:4][N:3]=[CH:2]1. Product: CN1C=NC=C1COCC(O)C1=CC=CC2=CC=CC=C12 (2-(1-methylimidazol-5-yl)methoxy-1-(1-naphthyl)ethanol). Starting materials: N1C=NC=C1COCC(O)C1=CC=CC2=CC=CC=C12 (2-(Imidazol-5-yl)methoxy-1-(1-naphthyl)ethanol), CI (methyl iodide). Procedure details: 2-(Imidazol-5-yl)methoxy-1-(1-naphthyl)ethanol was reacted with methyl iodide to obtain oily 2-(1-methylimidazol-5-yl)methoxy-1-(1-naphthyl)ethanol (compound No. 283). Reactants: ClC1=CC(=NC(=N1)C)NC=1SC(=CN1)SC1=CC(=NC=C1)C(=O)O (4-(2-(6-chloro-2-methylpyrimidin-4-ylamino)thiazol-5-ylthio)picolinic acid), N1(CCNCC1)CCO (2-(piperazin-1-yl)ethanol), CCN(C(C)C)C(C)C (i-Pr2NEt). Solvent: CCCCO (n-BuOH). Reaction conditions: temperature 115 celsius. Yields the product OCCN1CCN(CC1)C1=CC(=NC(=N1)C)NC=1SC(=CN1)SC1=CC(=NC=C1)C(=O)O (4-(2-(6-(4-(2-hydroxyethyl)piperazin-1-yl)-2-methylpyrimidin-4-ylamino)thiazol-5-ylthio)picolinic acid). Yield: 69.0%. As a reaction SMILES: Cl[C:2]1[N:7]=[C:6]([CH3:8])[N:5]=[C:4]([NH:9][C:10]2[S:11][C:12]([S:15][C:16]3[CH:21]=[CH:20][N:19]=[C:18]([C:22]([OH:24])=[O:23])[CH:17]=3)=[CH:13][N:14]=2)[CH:3]=1.[N:25]1([CH2:31][CH2:32][OH:33])[CH2:30][CH2:29][NH:28][CH2:27][CH2:26]1.CCN(C(C)C)C(C)C>CCCCO>[OH:33][CH2:32][CH2:31][N:25]1[CH2:30][CH2:29][N:28]([C:2]2[N:7]=[C:6]([CH3:8])[N:5]=[C:4]([NH:9][C:10]3[S:11][C:12]([S:15][C:16]4[CH:21]=[CH:20][N:19]=[C:18]([C:22]([OH:24])=[O:23])[CH:17]=4)=[CH:13][N:14]=3)[CH:3]=2)[CH2:27][CH2:26]1. Procedure: To a stirring solution of 4-(2-(6-chloro-2-methylpyrimidin-4-ylamino)thiazol-5-ylthio)picolinic acid (104 mg, 0.274 mmol) and 2-(piperazin-1-yl)ethanol (195 mg, 1.50 mmol) in n-BuOH (2 mL) was added i-Pr2NEt (0.20 mL, 1.15 mmol). The reaction was then heated to 115° C. in a sealed reaction vessel overnight. The reaction was cooled to room temperature and the solid collected by filtration, the filter cake was washed with n-BuOH then air dried to give the title material (89.5 mg, 69%) as a solid. ... Reaction conditions: time 12 hour. The yield is 29.6%. Procedure details: To a stirred solution of 2.7 g (15 mmol) of tert-butyl piperazine-1-carboxylate in 30 mL of anhydrous N,N-dimethylformamide was added 2.4 g (17 mmol) of potassium carbonate followed by 2.1 g (17 mmol) of bromoacetonitrile. The resulting heterogeneous mixture was stirred at ambient temperature of 12 h, quenched with water then extracted with ethyl acetate. The combined organic layers were washed with water then brine, dried over magnesium sulfate and evaporated to dryness in vacuo. The residue wa... Yields the product C(#N)CN1CCN(CC1)C(=O)OC(C)(C)C (Tert-butyl 4-(cyanomethyl)piperazine-1-carboxylate). Solvent: CN(C=O)C (N,N-dimethylformamide). Reactants: N1(CCNCC1)C(=O)OC(C)(C)C (tert-butyl piperazine-1-carboxylate), C([O-])([O-])=O.[K+].[K+] (potassium carbonate), BrCC#N (bromoacetonitrile). Reaction SMILES: [N:1]1([C:7]([O:9][C:10]([CH3:13])([CH3:12])[CH3:11])=[O:8])[CH2:6][CH2:5][NH:4][CH2:3][CH2:2]1.C(=O)([O-])[O-].[K+].[K+].Br[CH2:21][C:22]#[N:23]>CN(C)C=O>[C:22]([CH2:21][N:4]1[CH2:5][CH2:6][N:1]([C:7]([O:9][C:10]([CH3:13])([CH3:12])[CH3:11])=[O:8])[CH2:2][CH2:3]1)#[N:23] |f:1.2.3|. As a reaction SMILES: [CH:1]([c:2]1[cH:3][cH:4][cH:5][cH:6][cH:7]1)=[N:8][N:9]1[C:10](=[N:17][CH3:18])[N:11]([CH2:14][CH2:15][CH3:16])[CH2:12][CH2:13]1.[Cl-:23].[ClH:20].[IH:19].[OH2:21].[OH2:22]>>[ClH:20].[NH2:8][N:9]1[C:10](=[N:17][CH3:18])[N:11]([CH2:14][CH2:15][CH3:16])[CH2:12][CH2:13]1. Yields the product Cl, CCCN1CCN(N)C1=NC. The reactants are CCCN1CCN(N=Cc2ccccc2)C1=NC, [Cl-], Cl, I, O, O.